This data is from the Open Reaction Database (ORD), a public repository of structured organic reaction records. The task is: describe an organic reaction: reactants, conditions, products, and yield The reactants are C[O-].[Na+] (sodium methoxide), Cl (HCl), COC(/C(=C(/C(=O)OC(C)(C)C)\O)/OCC1=CC=CC=C1)=O ((E)-2-benzyloxy-3-hydroxy-but-2-enedioic acid 4-tert-butyl ester 1-methyl ester), Cl.CC(CC(N)=N)(C)C1=CC=CC=C1 (3-methyl-3-phenylbutanimidamide hydrochloride). The solvent is CO (methanol), O (water). Conditions: temperature 0 celsius. Product: C(C1=CC=CC=C1)OC=1C(=NC(=NC1O)CC(C)(C1=CC=CC=C1)C)C(=O)OC(C)(C)C (tert-butyl 5-(benzyloxy)-6-hydroxy-2-(2-methyl-2-phenylpropyl)pyrimidine-4-carboxylate). The yield is 42.4%. As a reaction SMILES: CO[C:3](=[O:22])/[C:4](/[O:14][CH2:15][C:16]1[CH:21]=[CH:20][CH:19]=[CH:18][CH:17]=1)=[C:5](\O)/[C:6]([O:8][C:9]([CH3:12])([CH3:11])[CH3:10])=[O:7].Cl.[CH3:24][C:25]([C:31]1[CH:36]=[CH:35][CH:34]=[CH:33][CH:32]=1)([CH3:30])[CH2:26][C:27](=[NH:29])[NH2:28].C[O-].[Na+].Cl>CO.O>[CH2:15]([O:14][C:4]1[C:5]([C:6]([O:8][C:9]([CH3:10])([CH3:11])[CH3:12])=[O:7])=[N:28][C:27]([CH2:26][C:25]([CH3:30])([C:31]2[CH:36]=[CH:35][CH:34]=[CH:33][CH:32]=2)[CH3:24])=[N:29][C:3]=1[OH:22])[C:16]1[CH:17]=[CH:18][CH:19]=[CH:20][CH:21]=1 |f:1.2,3.4|. Procedure: 4-tert-Butyl 1-methyl 2-(benzyloxy)-3-hydroxyfumarate (4) (652 mg, 2.12 mmol, Eq: 1.5,) and 3-methyl-3-phenylbutanimidamide hydrochloride (54) (300 mg, 1.41 mmol, Eq: 1.00) were stirred in methanol (7.2 ml). The reaction mixture was cooled to 0° C. and sodium methoxide (229 mg, 4.23 mmol, Eq: 3) (powdered, Aldrich) was added. The reaction mixture was stirred at room temperature. The reaction mixture is a suspension. It was stirred overnight. 5 ml 1N aqueous HCl was added and the mixture was dilu...